Dataset: the Open Reaction Database (ORD), a public repository of structured organic reaction records. Task: describe an organic reaction: reactants, conditions, products, and yield Reactants: O=C([O-])[O-], COc1ccc(CCl)cc1, [K+], [K+], CN(C)C=O, COC(=O)c1ccc(O)cc1C(=O)OC. The product is COC(=O)c1ccc(OCc2ccc(OC)cc2)cc1C(=O)OC. RXN SMILES: [C:16](=[O:17])([O-:18])[O-:19].[CH3:22][O:23][c:24]1[cH:25][cH:26][c:27]([CH2:28][Cl:29])[cH:30][cH:31]1.[K+:20].[K+:21].[O:32]=[CH:33][N:34]([CH3:35])[CH3:36].[OH:1][c:2]1[cH:3][c:4]([C:12](=[O:13])[O:14][CH3:15])[c:5]([C:6](=[O:7])[O:8][CH3:9])[cH:10][cH:11]1>>[O:1]([c:2]1[cH:3][c:4]([C:12](=[O:13])[O:14][CH3:15])[c:5]([C:6](=[O:7])[O:8][CH3:9])[cH:10][cH:11]1)[CH2:28][c:27]1[cH:26][cH:25][c:24]([O:23][CH3:22])[cH:31][cH:30]1. Starting materials: CN1C(CC[C@@]2(C3=C(CC[C@@H]12)C=C(C=C3)Br)C)=O ((4aR)-(10bR)-4,10b-dimethyl-8-bromo-1,2,3,4,4a,5,6,10b-octahydrobenzo[f]quinolin-3-one), C1(=CC=CC=C1)C#C (phenylacetylene). Product: CN1C(CC[C@@]2(C3=C(CC[C@@H]12)C=C(C=C3)C#CC3=CC=CC=C3)C)=O ((4aR)-(10bR)-4,10b-dimethyl-8-(2-phenylethynyl)-1,2,3,4,4a,5,6,10b-octahydrobenzo[f]quinolin-3-one). RXN SMILES: [CH3:1][N:2]1[C@H:11]2[C@@:6]([CH3:17])([C:7]3[CH:15]=[CH:14][C:13](Br)=[CH:12][C:8]=3[CH2:9][CH2:10]2)[CH2:5][CH2:4][C:3]1=[O:18].[C:19]1([C:25]#[CH:26])[CH:24]=[CH:23][CH:22]=[CH:21][CH:20]=1>>[CH3:1][N:2]1[C@H:11]2[C@@:6]([CH3:17])([C:7]3[CH:15]=[CH:14][C:13]([C:26]#[C:25][C:19]4[CH:24]=[CH:23][CH:22]=[CH:21][CH:20]=4)=[CH:12][C:8]=3[CH2:9][CH2:10]2)[CH2:5][CH2:4][C:3]1=[O:18]. Reported procedure: A 1 g portion of (4aR)-(10bR)-4,10b-dimethyl-8-bromo-1,2,3,4,4a,5,6,10b-octahydrobenzo[f]quinolin-3-one was reacted with 0.4 mL of phenylacetylene in a process substantially similar to that of Example 281 to obtain the desired title product in pure form. mp 205°-208°. FDMS 329.